Task: describe an organic reaction: reactants, conditions, products, and yield. Dataset: the Open Reaction Database (ORD), a public repository of structured organic reaction records Reactants: CNS(=O)(=O)CCc1ccc(N)cc1, CN(c1ccc2c(c1)nc(NCc1ccc(F)cc1)n2C)c1ccnc(Cl)n1. Yields the product Cl, CNS(=O)(=O)CCc1ccc(Nc2nccc(N(C)c3ccc4c(c3)nc(NCc3ccc(F)cc3)n4C)n2)cc1. Reaction SMILES: [CH3:29][NH:30][S:31](=[O:32])(=[O:33])[CH2:34][CH2:35][c:36]1[cH:37][cH:38][c:39]([NH2:42])[cH:40][cH:41]1.[Cl:1][c:2]1[n:3][cH:4][cH:5][c:6]([N:8]([c:9]2[cH:10][c:11]3[c:12]([n:13]([CH3:25])[c:14]([NH:16][CH2:17][c:18]4[cH:19][cH:20][c:21]([F:24])[cH:22][cH:23]4)[n:15]3)[cH:26][cH:27]2)[CH3:28])[n:7]1>>[ClH:1].[c:2]1([NH:42][c:39]2[cH:38][cH:37][c:36]([CH2:35][CH2:34][S:31]([NH:30][CH3:29])(=[O:32])=[O:33])[cH:41][cH:40]2)[n:3][cH:4][cH:5][c:6]([N:8]([c:9]2[cH:10][c:11]3[c:12]([n:13]([CH3:25])[c:14]([NH:16][CH2:17][c:18]4[cH:19][cH:20][c:21]([F:24])[cH:22][cH:23]4)[n:15]3)[cH:26][cH:27]2)[CH3:28])[n:7]1. Reactants: C(C)(=O)N[C@H]1C[C@H]([C@H](C1)C(=O)OCC)CC ((1S,2R,4S)-ethyl 4-acetamido-2-ethylcyclopentanecarboxylate), [OH-].[Na+] (NaOH). The solvent is Cl (HCl). Conditions: time 12 hour. The product is C(C)(=O)N[C@H]1C[C@H]([C@H](C1)C(=O)O)CC ((1S,2R,4S)-4-acetamido-2-ethylcyclopentanecarboxylic acid). The yield is 87.7%. RXN SMILES: [C:1]([NH:4][C@@H:5]1[CH2:9][C@H:8]([C:10]([O:12]CC)=[O:11])[C@H:7]([CH2:15][CH3:16])[CH2:6]1)(=[O:3])[CH3:2].[OH-].[Na+]>Cl>[C:1]([NH:4][C@@H:5]1[CH2:9][C@H:8]([C:10]([OH:12])=[O:11])[C@H:7]([CH2:15][CH3:16])[CH2:6]1)(=[O:3])[CH3:2] |f:1.2|. Procedure details: To a flask containing (1S,2R,4S)-ethyl 4-acetamido-2-ethylcyclopentanecarboxylate (9.44 g, 41.5 mmol) was added NaOH (2 N aqueous, 141 mL, 282 mmol). After stirring at ambient temperature for about 12 h, the reaction was acidified to about pH 1 by the addition of 6 N aqueous HCl (50 mL) and extracted with EtOAc (3×500 mL). The combined organic layers were washed with brine (100 mL), dried over anhydrous MgSO4, filtered, and concd under reduced pressure to give crude (1S,2R,4S)-4-acetamido-2-ethy... Reactants: ClC=1C=C(C=C(C1)F)C1=CC(=NN1C=1C=NC=CC1)C(=O)O (5-(3-Chloro-5-fluorophenyl)-1-(pyridin-3-yl)-1H-pyrazole-3-carboxylic acid), compound, S1CNCC1 (thiazolidine). The product is ClC=1C=C(C=C(C1)F)C1=CC(=NN1C=1C=NC=CC1)C(=O)N1CSCC1 ([5-(3-Chloro-5-fluorophenyl)-1-(pyridin-3-yl)-1H-pyrazol-3-yl](1,3-thiazolidin-3-yl)methanone). As a reaction SMILES: [Cl:1][C:2]1[CH:3]=[C:4]([C:9]2[N:13]([C:14]3[CH:15]=[N:16][CH:17]=[CH:18][CH:19]=3)[N:12]=[C:11]([C:20]([OH:22])=O)[CH:10]=2)[CH:5]=[C:6]([F:8])[CH:7]=1.[S:23]1[CH2:27][CH2:26][NH:25][CH2:24]1>>[Cl:1][C:2]1[CH:3]=[C:4]([C:9]2[N:13]([C:14]3[CH:15]=[N:16][CH:17]=[CH:18][CH:19]=3)[N:12]=[C:11]([C:20]([N:25]3[CH2:26][CH2:27][S:23][CH2:24]3)=[O:22])[CH:10]=2)[CH:5]=[C:6]([F:8])[CH:7]=1. Reported procedure: 150 mg (0.43 mmol) of the compound of Example 22A is reacted analogously to the synthesis of the compound of Example 3 with 41 mg (0.46 mmol) of thiazolidine. After the crude product is purified by means of preparative HPLC (mobile solvent: acetonitrile/water gradient), 122 mg (74% of theory) of the title compound is obtained. The reactants are Cl (hydrochloric acid), C(CC)C=1SC(=CN1)C(=O)O (2-propyl-thiazole-5-carboxylic acid), C(C)O (ethanol). Yields the product C(CC)C=1SC(=CN1)C(=O)OCC (ethyl 2-propyl-thiazole-5-carboxylate). Reaction SMILES: Cl.[CH2:2]([C:5]1[S:6][C:7]([C:10]([OH:12])=[O:11])=[CH:8][N:9]=1)[CH2:3][CH3:4].[CH2:13](O)[CH3:14]>>[CH2:2]([C:5]1[S:6][C:7]([C:10]([O:12][CH2:13][CH3:14])=[O:11])=[CH:8][N:9]=1)[CH2:3][CH3:4]. Reported procedure: A current of hydrochloric acid gas was passed with stirring through a solution of 30 g of 2-propyl-thiazole-5-carboxylic acid in 400 ml of absolute ethanol overnight and the ethanol was then evaporated off. The oily residue was taken up in ether containing 10% of potassium carbonate and the mixture was extracted with ether. The ether extracts were washed with water until a pH of 6 was obtained and the resulting yellow oil was purified by distillation to obtain 31.2 g of ethyl 2-propyl-thiazole-5... Reactants: [Br-], Cl, C1CCOC1, O=C(O)CC1CCCC(=O)C1, [Mg+]c1ccccc1. The product is O=C(O)CC1CCCC(O)(c2ccccc2)C1. As a reaction SMILES: [Br-:1].[ClH:20].[O:21]1[CH2:22][CH2:23][CH2:24][CH2:25]1.[O:9]=[C:10]1[CH2:11][CH:12]([CH2:16][C:17](=[O:18])[OH:19])[CH2:13][CH2:14][CH2:15]1.[c:2]1([Mg+:8])[cH:3][cH:4][cH:5][cH:6][cH:7]1>>[c:2]1([C:10]2([OH:9])[CH2:11][CH:12]([CH2:16][C:17](=[O:18])[OH:19])[CH2:13][CH2:14][CH2:15]2)[cH:3][cH:4][cH:5][cH:6][cH:7]1.